Task: describe an organic reaction: reactants, conditions, products, and yield. Dataset: the Open Reaction Database (ORD), a public repository of structured organic reaction records The reactants are O=C1NC(C(N1)(COCC=C)C1=CC=C(C#N)C=C1)=O (4-[2,5-dioxo-4-[(2-propenyloxy)methyl]imidazolidin-4-yl]benzonitrile), BrC1=CC(=C(C#N)C=C1)C(F)(F)F (4-bromo-2-trifluoromethylbenzonitrile). The reagents and catalysts are [Cu-]=O (copper (I) oxide). Run in CC(=O)N(C)C (DMAC). Conditions: temperature 130 celsius. Yields the product C(#N)C1=CC=C(C=C1)C1(NC(N(C1=O)C1=CC(=C(C#N)C=C1)C(F)(F)F)=O)COCC=C (4-[4-(4-Cyanophenyl)-2,5-dioxo-4-[(2-propenyloxy)methyl]imidazolidin-1-yl]-2-trifluoromethylbenzonitrile). As a reaction SMILES: [O:1]=[C:2]1[NH:6][C:5]([C:12]2[CH:19]=[CH:18][C:15]([C:16]#[N:17])=[CH:14][CH:13]=2)([CH2:7][O:8][CH2:9][CH:10]=[CH2:11])[C:4](=[O:20])[NH:3]1.Br[C:22]1[CH:29]=[CH:28][C:25]([C:26]#[N:27])=[C:24]([C:30]([F:33])([F:32])[F:31])[CH:23]=1>CC(N(C)C)=O.[Cu-]=O>[C:16]([C:15]1[CH:18]=[CH:19][C:12]([C:5]2([CH2:7][O:8][CH2:9][CH:10]=[CH2:11])[C:4](=[O:20])[N:3]([C:22]3[CH:29]=[CH:28][C:25]([C:26]#[N:27])=[C:24]([C:30]([F:31])([F:33])[F:32])[CH:23]=3)[C:2](=[O:1])[NH:6]2)=[CH:13][CH:14]=1)#[N:17]. Procedure details: To a solution of 675 mg of 4-[2,5-dioxo-4-[(2-propenyloxy)methyl]imidazolidin-4-yl]benzonitrile and 622 mg of 4-bromo-2-trifluoromethylbenzonitrile in DMAC (2.5 mL) 214 mg of copper (I) oxide is added. The mixture is refluxed overnight at 130° C. The mixture is concentrated, taken in DCM, washed with a 10% aqueous ammonia solution and brine. The organic phase is dried over magnesium sulfate, concentrated under vacuum and purified on silica gel (ethyl acetate/cyclohexane: 0/100 to 50/50) to give ... Reactants: BrC=1C=C2C(CCNC2=NC1)(F)F (6-bromo-4,4-difluoro-1,2,3,4-tetrahydro-[1,8]naphthyridine), C(C1=CC=CC=C1)(=O)N=C=O (benzoyl isocyanate), CCO (EtOH), C(=O)([O-])[O-].[K+].[K+] (K2CO3). Run in C(Cl)Cl (CH2Cl2). Run at temperature 50 celsius. The product is BrC=1C=C2C(CCN(C2=NC1)C(=O)N)(F)F (6-bromo-4,4-difluoro-3,4-dihydro-2H-[1,8]naphthyridine-1-carboxylic acid amide). Isolated yield 87.6%. RXN SMILES: [Br:1][C:2]1[CH:3]=[C:4]2[C:9](=[N:10][CH:11]=1)[NH:8][CH2:7][CH2:6][C:5]2([F:13])[F:12].[C:14]([N:22]=C=O)(=[O:21])C1C=CC=CC=1.CCO.C([O-])([O-])=O.[K+].[K+]>C(Cl)Cl>[Br:1][C:2]1[CH:3]=[C:4]2[C:9](=[N:10][CH:11]=1)[N:8]([C:14]([NH2:22])=[O:21])[CH2:7][CH2:6][C:5]2([F:12])[F:13] |f:3.4.5|. Procedure: A mixture of 6-bromo-4,4-difluoro-1,2,3,4-tetrahydro-[1,8]naphthyridine (86.2 mg, 0.35 mmol) and benzoyl isocyanate (85.9 mg, 0.51 mmol, 90%) in 5 mL CH2Cl2 is heated at 50° C. for 2 hrs. The mixture is concentrated the dryness. The residue is dissolved into 5 mL of EtOH, K2CO3 (81.2 mg, 0.59 mmol) is added and the mixture is heated at 50° C. for 2 h. The mixture is concentrated to dryness. The residue is dissolved into 20 ml of H2O and neutralized by the addition of AcOH. This is extracted with... The reactants are Cl (hydrochloric acid), CS(=O)(=O)OCC1CCC(CC1)[C@@H]1CC[C@H](CC1)CC (4-(trans-4-ethylcyclohexyl)cyclohexylmethyl methanesulfonate), C([O-])([O-])=O.[K+].[K+] (potassium carbonate), C(CCC)C1(OC2=C(C(=CC=C2CC1)F)F)O (2-butyl-7,8-difluorochroman-2-ol). Run in CN(C)C=O (DMF). Yields the product C(CCC)OC1OC2=C(C(=C(C=C2CC1)OC[C@@H]1CC[C@H](CC1)[C@@H]1CC[C@H](CC1)CC)F)F (2-butoxy-7,8-difluoro-6-(trans-4-(trans-4-ethylcyclohexyl)cyclohexylmethoxy) chroman). Isolated yield 74.8%. Reaction SMILES: C([C:5]1([OH:17])[CH2:14][CH2:13][C:12]2[C:7](=[C:8]([F:16])[C:9]([F:15])=[CH:10][CH:11]=2)[O:6]1)CCC.CS([O:22][CH2:23][CH:24]1[CH2:29][CH2:28][CH:27]([C@H:30]2[CH2:35][CH2:34][C@H:33]([CH2:36][CH3:37])[CH2:32][CH2:31]2)[CH2:26][CH2:25]1)(=O)=O.C(=O)([O-])[O-].[K+].[K+].Cl>CN(C=O)C>[CH2:12]([O:17][CH:5]1[CH2:14][CH2:13][C:12]2[C:7](=[C:8]([F:16])[C:9]([F:15])=[C:10]([O:22][CH2:23][C@H:24]3[CH2:29][CH2:28][C@H:27]([C@H:30]4[CH2:35][CH2:34][C@H:33]([CH2:36][CH3:37])[CH2:32][CH2:31]4)[CH2:26][CH2:25]3)[CH:11]=2)[O:6]1)[CH2:7][CH2:8][CH3:9] |f:2.3.4|. Procedure: To 20.5 g of 2-butyl-7,8-difluorochroman-2-ol which was dissolved in 70 mL of DMF, 25 g of 4-(trans-4-ethylcyclohexyl)cyclohexylmethyl methanesulfonate and 11.4 g of anhydrous potassium carbonate were added, and heated to reflux for 3 hours. The reaction solution was poured into 10% hydrochloric acid, stirred for a while, and extracted with toluene. An organic layer was washed using 10% hydrochloric acid twive, water, a 5% sodium hydroxide aqueous solution twice, water, a saturated sodium hydrog... As a reaction SMILES: [CH3:1][C:2]1([CH3:14])[O:6][C@H:5]2[O:7][C@H:8]([C@@H:10]([OH:13])[CH2:11][CH3:12])[CH2:9][C@H:4]2[O:3]1.[C:15](Cl)(=[O:19])[CH:16]([CH3:18])[CH3:17]>N1C=CC=CC=1.CCOC(C)=O>[CH3:17][CH:16]([CH3:18])[C:15]([O:13][C@H:10]([C@H:8]1[O:7][C@@H:5]2[O:6][C:2]([CH3:1])([CH3:14])[O:3][C@@H:4]2[CH2:9]1)[CH2:11][CH3:12])=[O:19]. Yields the product CC(C(=O)O[C@@H](CC)[C@@H]1C[C@@H]2[C@@H](OC(O2)(C)C)O1)C ([(1S)-1-[(3aR,5S,6aR)-2,2-dimethyl-3a,5,6,6a-tetrahydrofuro[2,3-d][1,3]dioxol-5-yl]propyl] 2-methylpropanoate). Reported procedure: To a cooled solution of (1S)-1-[(3aR,5S,6aR)-2,2-dimethyl-3a,5,6,6a-tetrahydrofuro[2,3-d][1,3]dioxol-5-yl]propan-1-ol (compound 6e, 505.6 mg, 2.5 mmol) in pyridine was added isobutyryl chloride (0.39 mL, 3.72 mmol) dropwise while cooled with an ice-water bath. After the addition, the mixture was warmed to room temperature and stirred at room temperature overnight. The resulting mixture was diluted with EtOAc and washed with a saturated NH4Cl solution. The organic layer was dried over Na2SO4 and ... Run in CCOC(=O)C (EtOAc), N1=CC=CC=C1 (pyridine). Run at time 8 hour. Starting materials: CC1(O[C@H]2[C@@H](O1)O[C@@H](C2)[C@H](CC)O)C ((1S)-1-[(3aR,5S,6aR)-2,2-dimethyl-3a,5,6,6a-tetrahydrofuro[2,3-d][1,3]dioxol-5-yl]propan-1-ol), CC1(O[C@H]2[C@@H](O1)O[C@@H](C2)[C@H](CC)O)C ((1S)-1-[(3aR,5S,6aR)-2,2-dimethyl-3a,5,6,6a-tetrahydrofuro[2,3-d][1,3]dioxol-5-yl]propan-1-ol), C(C(C)C)(=O)Cl (isobutyryl chloride). The yield is 69.0%. Starting materials: C(C1=CC=CC=C1)N1N=NN=C1C(=O)[O-].[K+] (potassium 1-benzyl-1H-tetrazole-5-carboxylate), N1=CC=CC=C1 (pyridine), C(C(=O)Cl)(=O)Cl (oxalyl chloride). Run in C1(=CC=CC=C1)C (toluene). Conditions: time 2 hour. Product: C(C1=CC=CC=C1)N1N=NN=C1C(=O)Cl (1-benzyl-1H-tetrazole-5-carbonyl chloride). As a reaction SMILES: [CH2:1]([N:8]1[C:12]([C:13]([O-:15])=O)=[N:11][N:10]=[N:9]1)[C:2]1[CH:7]=[CH:6][CH:5]=[CH:4][CH:3]=1.[K+].N1C=CC=CC=1.C(Cl)(=O)C([Cl:26])=O>C1(C)C=CC=CC=1>[CH2:1]([N:8]1[C:12]([C:13]([Cl:26])=[O:15])=[N:11][N:10]=[N:9]1)[C:2]1[CH:7]=[CH:6][CH:5]=[CH:4][CH:3]=1 |f:0.1|. Procedure: A stirred mixture of potassium 1-benzyl-1H-tetrazole-5-carboxylate (3.6 g; prepared as described in the specification of Belgian Pat. No. 845612), dry pyridine (0.75 ml) and dry toluene (65 ml) was cooled to 5° C. and treated with oxalyl chloride (12.5 ml). Stirring was maintained and the temperature was allowed to rise to 15° C. during a period of 2 hours. The mixture was filtered and the residue was washed with dry toluene. Evaporation of the combined toluene filtrate and washings, under dimin...